This data is from the Open Reaction Database (ORD), a public repository of structured organic reaction records. The task is: describe an organic reaction: reactants, conditions, products, and yield Starting materials: CCN(C(C)C)C(C)C (DIPEA), C1(=CC=CC=C1)C1=CC(=NO1)C(=O)NCC(=O)O ([(5-phenyl-isoxazole-3-carbonyl)-amino]-acetic acid), CCN=C=NCCCN(C)C.Cl (EDCI.HCl), Cl.FC(C=1C=C(OC2CCNCC2)C=CC1)(F)F (4-(3-trifluoromethyl-phenoxy)-piperidine hydrochloride), C=1C=CC2=C(C1)N=NN2O (HOBt), Intermediate 15. Solvent: CN(C)C=O (DMF), O (water). Reaction conditions: time 8 hour. Yields the product O=C(CNC(=O)C1=NOC(=C1)C1=CC=CC=C1)N1CCC(CC1)OC1=CC(=CC=C1)C(F)(F)F (5-phenyl-isoxazole-3-carboxylic acid {2-oxo-2-[4-(3-trifluoromethyl-phenoxy)-piperidin-1-yl]-ethyl}-amide). Yield: 51.1%. Reaction SMILES: CCN(C(C)C)C(C)C.[C:10]1([C:16]2[O:20][N:19]=[C:18]([C:21]([NH:23][CH2:24][C:25]([OH:27])=O)=[O:22])[CH:17]=2)[CH:15]=[CH:14][CH:13]=[CH:12][CH:11]=1.C1C=CC2N(O)N=NC=2C=1.CCN=C=NCCCN(C)C.Cl.Cl.[F:51][C:52]([F:67])([F:66])[C:53]1[CH:54]=[C:55]([CH:63]=[CH:64][CH:65]=1)[O:56][CH:57]1[CH2:62][CH2:61][NH:60][CH2:59][CH2:58]1>CN(C=O)C.O>[O:27]=[C:25]([N:60]1[CH2:59][CH2:58][CH:57]([O:56][C:55]2[CH:63]=[CH:64][CH:65]=[C:53]([C:52]([F:51])([F:66])[F:67])[CH:54]=2)[CH2:62][CH2:61]1)[CH2:24][NH:23][C:21]([C:18]1[CH:17]=[C:16]([C:10]2[CH:11]=[CH:12][CH:13]=[CH:14][CH:15]=2)[O:20][N:19]=1)=[O:22] |f:3.4,5.6|. Reported procedure: DIPEA (96 mg, 0.745 mmol) was added to a stirred solution of [(5-phenyl-isoxazole-3-carbonyl)-amino]-acetic acid (67 mg, 0.27 mmol) in DMF (3 mL) followed by HOBt (36 mg, 0.273 mmol) and EDCI.HCl (62 mg, 0.32 mmol). After 2 minutes 4-(3-trifluoromethyl-phenoxy)-piperidine hydrochloride (70 mg, 0.248 mmol) (prepared by method used for the synthesis of Intermediate 15) was added to the reaction mixture and stirring was continued at ambient temperature overnight. The reaction mixture was diluted wi... The reactants are C(C)OC(=O)C1=NN(C=C1CNCC1=C(C=C(C=C1)OC)OC)C1OCCCC1 (4-[(2,4-dimethoxy-benzylamino)-methyl]-1-(tetrahydro-pyran-2-yl)-1H-pyrazole-3-carboxylic acid ethyl ester), COC1=C(CN)C=CC(=C1)OC (2,4-dimethyoxybenzylamine), O1CCCC1 (tetrahydrofuran), C(C)(=O)O[BH-](OC(C)=O)OC(C)=O.[Na+] (sodium triacetoxyborohydride). Reaction conditions: time 1 hour. The product is C(C)OC(=O)C1=NN(C=C1CN(C(=O)N1CCOCC1)CC1=C(C=C(C=C1)OC)OC)C1OCCCC1 (4-{[(2,4-dimethoxy-benzyl)-(morpholine-4-carbonyl)-amino]-methyl}-1-(tetrahydro-pyran-2-yl)-1H-pyrazole-3-carboxylic acid ethyl ester). As a reaction SMILES: [CH2:1]([O:3][C:4]([C:6]1[C:10]([CH2:11][NH:12][CH2:13][C:14]2[CH:19]=[CH:18][C:17]([O:20][CH3:21])=[CH:16][C:15]=2[O:22][CH3:23])=[CH:9][N:8]([CH:24]2[CH2:29][CH2:28][CH2:27][CH2:26][O:25]2)[N:7]=1)=[O:5])[CH3:2].COC1C=C(OC)C=C[C:33]=1[CH2:34][NH2:35].C(O[BH-](O[C:52](=[O:54])[CH3:53])OC(=O)C)(=O)C.[Na+].[O:56]1CCC[CH2:57]1>>[CH2:1]([O:3][C:4]([C:6]1[C:10]([CH2:11][N:12]([CH2:13][C:14]2[CH:19]=[CH:18][C:17]([O:20][CH3:21])=[CH:16][C:15]=2[O:22][CH3:23])[C:57]([N:35]2[CH2:53][CH2:52][O:54][CH2:33][CH2:34]2)=[O:56])=[CH:9][N:8]([CH:24]2[CH2:29][CH2:28][CH2:27][CH2:26][O:25]2)[N:7]=1)=[O:5])[CH3:2] |f:2.3|. Reported procedure: A stirred solution of 4-[(2,4-dimethoxy-benzylamino)-methyl]-1-(tetrahydro-pyran-2-yl)-1H-pyrazole-3-carboxylic acid ethyl ester [1 g, Reference Example 54(b)] in tetrahydrofuran (25 ml) was treated with 2,4-dimethyoxybenzylamine (0.596 ml). After stirring for 12 hours sodium triacetoxyborohydride (1.68 g) was added to the reaction mixture and the reaction mixture was stirred for a further 1 hour before partitioning between ethyl acetate (200 ml) and saturated sodium hydrogencarbonate (200 ml). ... The product is BrC1=CC=CC(=N1)NC(=S)N (N-(6-bromopyridin-2-yl)thiourea). Procedure: 4.933 g (14.67 mmol) N-{[(6-bromopyridin-2-yl)amino]carbonothioyl}benzamide was suspended in 40 mL methanol and additionally combined with 7 mL acetone. After addition of 1 N sodium hydroxide solution (40.0 mmol) the reaction mixture became completely clear with a light brown color. The mixture was heated for 40 min at 65° C. (oil bath temperature) and then stirred for 1 hr at room temperature. A solid crystallized out. The organic solvent was removed under vacuum, and after cooling on an ice ba... The solvent is CO (methanol). Reaction conditions: temperature 65 celsius, time 1 hour. Reactants: BrC1=CC=CC(=N1)NC(=S)NC(C1=CC=CC=C1)=O (N-{[(6-bromopyridin-2-yl)amino]carbonothioyl}benzamide), CC(=O)C (acetone), [OH-].[Na+] (sodium hydroxide). As a reaction SMILES: [Br:1][C:2]1[N:7]=[C:6]([NH:8][C:9]([NH:11]C(=O)C2C=CC=CC=2)=[S:10])[CH:5]=[CH:4][CH:3]=1.CC(C)=O.[OH-].[Na+]>CO>[Br:1][C:2]1[N:7]=[C:6]([NH:8][C:9]([NH2:11])=[S:10])[CH:5]=[CH:4][CH:3]=1 |f:2.3|. Reactants: NC1=NC=2C=CC=CC2C2=C1N=C(N2NCCCNC(C)=O)COCC (N-(3-{[4-amino-2-(ethoxymethyl)-1H-imidazo[4,5-c]quinolin-1-yl]amino}propyl)acetamide), O (H2O), [OH-].[Na+] (NaOH). Reagents/catalysts: [Pt](=O)=O (platinum (IV) oxide). Solvent: C(=O)(C(F)(F)F)O (TFA), C(Cl)(Cl)Cl (CHCl3). Run at time 18 hour. Yields the product NC1=NC=2CCCCC2C2=C1N=C(N2NCCCNC(C)=O)COCC (N-(3-{[4-amino-2-(ethoxymethyl)-6,7,8,9-tetrahydro-1H-imidazo[4,5-c]quinolin-1-yl]amino}propyl)acetamide). Yield: 28.5%. As a reaction SMILES: [NH2:1][C:2]1[C:11]2[N:12]=[C:13]([CH2:23][O:24][CH2:25][CH3:26])[N:14]([NH:15][CH2:16][CH2:17][CH2:18][NH:19][C:20](=[O:22])[CH3:21])[C:10]=2[C:9]2[CH:8]=[CH:7][CH:6]=[CH:5][C:4]=2[N:3]=1.O.[OH-].[Na+]>C(O)(C(F)(F)F)=O.C(Cl)(Cl)Cl.[Pt](=O)=O>[NH2:1][C:2]1[C:11]2[N:12]=[C:13]([CH2:23][O:24][CH2:25][CH3:26])[N:14]([NH:15][CH2:16][CH2:17][CH2:18][NH:19][C:20](=[O:22])[CH3:21])[C:10]=2[C:9]2[CH2:8][CH2:7][CH2:6][CH2:5][C:4]=2[N:3]=1 |f:2.3|. Procedure: A solution of N-(3-{[4-amino-2-(ethoxymethyl)-1H-imidazo[4,5-c]quinolin-1-yl]amino}propyl)acetamide (0.220 g, 0.617 mmol) in 15 mL of TFA was treated with platinum (IV) oxide (0.140 g, 0.617 mmol). The mixture was placed under an atmosphere of hydrogen (3.8×105 Pa) and shaken at ambient temperature. After 18 h, the reaction mixture was diluted with CHCl3 (15 mL) and filtered through a pad of CELITE filter agent and rinsed with several portions of CHCl3 (1% TFA). The filtrate was concentrated und... Reactants: NC1=CC=C(C=C1)N1C(CCC1)=O (1-(4-Aminophenyl)pyrrolidin-2-one), ClN1C(CCC1=O)=O (N-chlorosuccinimide). Run in C(C)#N (acetonitrile). The product is NC1=C(C=C(C=C1)N1C(CCC1)=O)Cl (1-(4-Amino-3-chlorophenyl)pyrrolidin-2-one). Yield: 44.7%. As a reaction SMILES: [NH2:1][C:2]1[CH:7]=[CH:6][C:5]([N:8]2[CH2:12][CH2:11][CH2:10][C:9]2=[O:13])=[CH:4][CH:3]=1.[Cl:14]N1C(=O)CCC1=O>C(#N)C>[NH2:1][C:2]1[CH:7]=[CH:6][C:5]([N:8]2[CH2:12][CH2:11][CH2:10][C:9]2=[O:13])=[CH:4][C:3]=1[Cl:14]. Procedure: 1-(4-Aminophenyl)pyrrolidin-2-one (0.3 g, 1.7 mmol) and N-chlorosuccinimide (0.227 g, 1.7 mmol) were dissolved in acetonitrile (10 ml). The reaction was stirred and heated at reflux for 2 hours. The solvent was removed in vacuum and the residue purified by silica gel column chromatography eluting with 50% ethyl acetate in dichloromethane to afford the title compound as a white powder (0.16 g, 44.6%). 1H-NMR (500 MHz, CDCl3): δ 2.14 (m, 2H), 2.57 (t, J=8.3 Hz, 2H), 3.77 (t, J=7.1 Hz, 2H), 6.75 (d... RXN SMILES: [C:2]([NH2:3])(=[NH:4])[S:5][CH2:6][C:7]1=[C:8]([CH3:19])[c:9]2[c:10]([cH:14][cH:15][c:16]([Br:18])[cH:17]2)[O:11][CH2:12][CH2:13]1.[CH3:42][CH2:43][O:44][CH2:45][CH3:46].[ClH:1].[F:35][C:36]([F:37])([F:38])[C:39]([OH:40])=[O:41].[Na+:29].[Na+:34].[O-:30][C:31]([OH:32])=[O:33].[OH-:28].[OH:20][S:21]([C:22]([F:23])([F:24])[F:25])(=[O:26])=[O:27]>>[C:2]1([NH2:3])=[N:4][C:8]2([CH3:19])[CH:7]([CH2:6][S:5]1)[CH2:13][CH2:12][O:11][c:10]1[c:9]2[cH:17][c:16]([Br:18])[cH:15][cH:14]1. The reactants are CC1=C(CSC(=N)N)CCOc2ccc(Br)cc21, CCOCC, Cl, O=C(O)C(F)(F)F, [Na+], [Na+], O=C([O-])O, [OH-], O=S(=O)(O)C(F)(F)F. Product: CC12N=C(N)SCC1CCOc1ccc(Br)cc12.